This data is from the Open Reaction Database (ORD), a public repository of structured organic reaction records. The task is: describe an organic reaction: reactants, conditions, products, and yield The solvent is ClCCl (dichloromethane). Yield: 162.8%. Product: Cl.Cl.FC([C@@H](C=1C=CC=2N(C1)C(=NN2)C2=NC1=CC(=CC=C1C=C2)O[C@@H](COC)C)N2C[C@H](CC2)N)(F)F ((S)-1-((R)-2,2,2-trifluoro-1-(3-(7-((R)-1-methoxypropan-2-yloxy)quinolin-2-yl)-[1,2,4]triazolo[4,3-a]pyridin-6-yl)ethyl)pyrrolidin-3-amine dihydrochloride). Procedure details: To a solution of tert-butyl (S)-1-((R)-2,2,2-trifluoro-1-(3-(7-((R)-1-methoxypropan-2-yloxy)quinolin-2-yl)-[1,2,4]triazolo[4,3-a]pyridin-6-yl)ethyl)pyrrolidin-3-ylcarbamate (0.11 g, 0.18 mmol) in dichloromethane (1 mL) was added hydrochloric acid (5-6M in 2-propanol; 9.2 mL, 0.18 mmol). The reaction mixture was stirred at ambient temperature for 30 minutes. The solvent was removed under reduced pressure, and the resulting solid was suspended in acetonitrile (3 mL) and stirred at ambient temperat... RXN SMILES: [F:1][C:2]([F:43])([F:42])[C@H:3]([N:29]1[CH2:33][CH2:32][C@H:31]([NH:34]C(=O)OC(C)(C)C)[CH2:30]1)[C:4]1[CH:5]=[CH:6][C:7]2[N:8]([C:10]([C:13]3[CH:22]=[CH:21][C:20]4[C:15](=[CH:16][C:17]([O:23][C@H:24]([CH3:28])[CH2:25][O:26][CH3:27])=[CH:18][CH:19]=4)[N:14]=3)=[N:11][N:12]=2)[CH:9]=1.[ClH:44]>ClCCl>[ClH:44].[ClH:44].[F:42][C:2]([F:1])([F:43])[C@H:3]([N:29]1[CH2:33][CH2:32][C@H:31]([NH2:34])[CH2:30]1)[C:4]1[CH:5]=[CH:6][C:7]2[N:8]([C:10]([C:13]3[CH:22]=[CH:21][C:20]4[C:15](=[CH:16][C:17]([O:23][C@H:24]([CH3:28])[CH2:25][O:26][CH3:27])=[CH:18][CH:19]=4)[N:14]=3)=[N:11][N:12]=2)[CH:9]=1 |f:3.4.5|. Reaction conditions: time 30 minute. Starting materials: FC([C@@H](C=1C=CC=2N(C1)C(=NN2)C2=NC1=CC(=CC=C1C=C2)O[C@@H](COC)C)N2C[C@H](CC2)NC(OC(C)(C)C)=O)(F)F (tert-butyl (S)-1-((R)-2,2,2-trifluoro-1-(3-(7-((R)-1-methoxypropan-2-yloxy)quinolin-2-yl)-[1,2,4]triazolo[4,3-a]pyridin-6-yl)ethyl)pyrrolidin-3-ylcarbamate), Cl (hydrochloric acid). Reactants: C(C)(C)(C)C=1C=C(C(=C(C1)C1=CC=C(C=C1)OC(F)(F)F)O)C=O (5-(tert-butyl)-2-hydroxy-4′-(trifluoromethoxy)-[1,1′-biphenyl]-3-carbaldehyde), BrC1=C(C=CC(=C1)C(F)(F)F)O (2-bromo-4-(trifluoromethyl)phenol), ClC=1C=C(C=CC1Cl)B(O)O (3,4-dichlorophenylboronic acid). Yields the product ClC=1C=C(C=CC1Cl)C=1C(=CC=C(C1)C(F)(F)F)O (3′,4′-Dichloro-5-(trifluoromethyl)-[1,1′-biphenyl]-2-ol). RXN SMILES: C(C1C=C(C=O)C(O)=C(C2C=CC(OC(F)(F)F)=CC=2)C=1)(C)(C)C.Br[C:26]1[CH:31]=[C:30]([C:32]([F:35])([F:34])[F:33])[CH:29]=[CH:28][C:27]=1[OH:36].[Cl:37][C:38]1[CH:39]=[C:40](B(O)O)[CH:41]=[CH:42][C:43]=1[Cl:44]>>[Cl:37][C:38]1[CH:39]=[C:40]([C:26]2[C:27]([OH:36])=[CH:28][CH:29]=[C:30]([C:32]([F:35])([F:34])[F:33])[CH:31]=2)[CH:41]=[CH:42][C:43]=1[Cl:44]. Procedure: 3′,4′-Dichloro-5-(trifluoromethyl)-[1,1′-biphenyl]-2-ol was prepared as a yellow oil using the procedure described in Intermediate 5 from 2-bromo-4-(trifluoromethyl)phenol (Tetrahedron 2003, 59, 6545) and 3,4-dichlorophenylboronic acid. Starting materials: CCNCC, CS(=O)(=O)c1nc(OCc2ccc(F)c(F)c2)nc(-c2ccc(Cl)cc2Cl)c1-c1ccc(Cl)cc1. The product is CCN(CC)c1nc(OCc2ccc(F)c(F)c2)nc(-c2ccc(Cl)cc2Cl)c1-c1ccc(Cl)cc1. Reaction SMILES: [CH2:36]([CH3:37])[NH:38][CH2:39][CH3:40].[F:1][c:2]1[cH:3][c:4]([CH2:5][O:6][c:7]2[n:8][c:9](-[c:24]3[c:25]([Cl:31])[cH:26][c:27]([Cl:30])[cH:28][cH:29]3)[c:10](-[c:17]3[cH:18][cH:19][c:20]([Cl:23])[cH:21][cH:22]3)[c:11]([S:13]([CH3:14])(=[O:15])=[O:16])[n:12]2)[cH:32][cH:33][c:34]1[F:35]>>[F:1][c:2]1[cH:3][c:4]([CH2:5][O:6][c:7]2[n:8][c:9](-[c:24]3[c:25]([Cl:31])[cH:26][c:27]([Cl:30])[cH:28][cH:29]3)[c:10](-[c:17]3[cH:18][cH:19][c:20]([Cl:23])[cH:21][cH:22]3)[c:11]([N:38]([CH2:36][CH3:37])[CH2:39][CH3:40])[n:12]2)[cH:32][cH:33][c:34]1[F:35]. Starting materials: step-ii, FC=1C=C(CN2N=C(C(=C2C)B2OC(C(O2)(C)C)(C)C)C)C=C(C1)F (1-(3,5-difluorobenzyl)-3,5-dimethyl-4-(4,4,5,5-tetramethyl-1,3,2-dioxaborolan-2-yl)-1H-pyrazole), FC=1C=C(CN2N=C(C(=C2C)B2OC(C(O2)(C)C)(C)C)C)C=C(C1)F (1-(3,5-difluorobenzyl)-3,5-dimethyl-4-(4,4,5,5-tetramethyl-1,3,2-dioxaborolan-2-yl)-1H-pyrazole), C(C)(C)(C)OC(=O)N(S(=O)(=O)C)C=1C=C(C=CC1F)C=1C=C2C(=NC1)N(C=C2I)C(=O)OC(C)(C)C (tert-butyl 5-(3-(N-(tert-butoxycarbonyl)methylsulfonamido)-4-fluorophenyl)-3-iodo-1H-pyrrolo[2,3-b]pyridine-1-carboxylate), C(C)(C)(C)OC(=O)N(S(=O)(=O)C)C=1C=C(C=CC1F)C=1C=C2C(=NC1)N(C=C2I)C(=O)OC(C)(C)C (tert-butyl 5-(3-(N-(tert-butoxycarbonyl)methylsulfonamido)-4-fluorophenyl)-3-iodo-1H-pyrrolo[2,3-b]pyridine-1-carboxylate), C([O-])([O-])=O.[Na+].[Na+] (sodium carbonate). The reagents and catalysts are Cl[Pd]([P](C1=CC=CC=C1)(C2=CC=CC=C2)C3=CC=CC=C3)([P](C4=CC=CC=C4)(C5=CC=CC=C5)C6=CC=CC=C6)Cl (Pd(PPh3)2Cl2). Run in COCCOC.O (DME water). The product is C(C)(C)(C)OC(=O)N(S(=O)(=O)C)C=1C=C(C=CC1F)C=1C=C2C(=NC1)N(C=C2C=2C(=NN(C2C)CC2=CC(=CC(=C2)F)F)C)C(=O)OC(C)(C)C (tert-butyl 5-(3-(N-(tert-butoxycarbonyl)methylsulfonamido)-4-fluorophenyl)-3-(1-(3,5-difluorobenzyl)-3,5-dimethyl-1H-pyrazol-4-yl)-1H-pyrrolo[2,3-b]pyridine-1-carboxylate). Isolated yield 91.5%. Reaction SMILES: [C:1]([O:5][C:6]([N:8]([C:13]1[CH:14]=[C:15]([C:20]2[CH:21]=[C:22]3[C:28](I)=[CH:27][N:26]([C:30]([O:32][C:33]([CH3:36])([CH3:35])[CH3:34])=[O:31])[C:23]3=[N:24][CH:25]=2)[CH:16]=[CH:17][C:18]=1[F:19])[S:9]([CH3:12])(=[O:11])=[O:10])=[O:7])([CH3:4])([CH3:3])[CH3:2].[F:37][C:38]1[CH:39]=[C:40]([CH:58]=[C:59]([F:61])[CH:60]=1)[CH2:41][N:42]1[C:46]([CH3:47])=[C:45](B2OC(C)(C)C(C)(C)O2)[C:44]([CH3:57])=[N:43]1.C(=O)([O-])[O-].[Na+].[Na+]>COCCOC.O.Cl[Pd](Cl)([P](C1C=CC=CC=1)(C1C=CC=CC=1)C1C=CC=CC=1)[P](C1C=CC=CC=1)(C1C=CC=CC=1)C1C=CC=CC=1>[C:1]([O:5][C:6]([N:8]([C:13]1[CH:14]=[C:15]([C:20]2[CH:21]=[C:22]3[C:28]([C:45]4[C:44]([CH3:57])=[N:43][N:42]([CH2:41][C:40]5[CH:58]=[C:59]([F:61])[CH:60]=[C:38]([F:37])[CH:39]=5)[C:46]=4[CH3:47])=[CH:27][N:26]([C:30]([O:32][C:33]([CH3:36])([CH3:35])[CH3:34])=[O:31])[C:23]3=[N:24][CH:25]=2)[CH:16]=[CH:17][C:18]=1[F:19])[S:9]([CH3:12])(=[O:11])=[O:10])=[O:7])([CH3:4])([CH3:3])[CH3:2] |f:2.3.4,5.6,^1:77,96|. Procedure details: Using similar reaction conditions as described in step-ii of example-1, tert-butyl 5-(3-(N-(tert-butoxycarbonyl)methylsulfonamido)-4-fluorophenyl)-3-iodo-1H-pyrrolo[2,3-b]pyridine-1-carboxylate (Intermediate 66A)(85 mg, 0.134 mmol) was coupled with 1-(3,5-difluorobenzyl)-3,5-dimethyl-4-(4,4,5,5-tetramethyl-1,3,2-dioxaborolan-2-yl)-1H-pyrazole (intermediate 24) (93 mg, 0.269 mmol) using sodium carbonate (43 mg, 0.404 mmol) and Pd(PPh3)2Cl2 (5 mg, 0.006) in DME/water (20/4 mL) to afford 89 mg of t... Reactants: O.NN (hydrazine hydrate), C(C)(C)(C)OC(N(CC1=CC=CC=C1)CCOC1=C(C(=CC=C1)[N+](=O)[O-])NC)=O (N-benzyl-[2-(2-methylamino-3-nitro-phenoxy)-ethyl]-carbamic acid tert-butyl ester). The reagents and catalysts are [Pd] (palladium on carbon). Solvent: C(C)O (ethanol), C(C)O (ethanol). Conditions: time 3 hour. Yields the product C(C)(C)(C)OC(N(CC1=CC=CC=C1)CCOC1=C(C(=CC=C1)N)NC)=O (N-Benzyl-[2-(2-methylamino-3-amino-phenoxy)-ethyl]-carbamic acid tert-butyl ester). Yield: 78.7%. RXN SMILES: [C:1]([O:5][C:6](=[O:29])[N:7]([CH2:15][CH2:16][O:17][C:18]1[CH:23]=[CH:22][CH:21]=[C:20]([N+:24]([O-])=O)[C:19]=1[NH:27][CH3:28])[CH2:8][C:9]1[CH:14]=[CH:13][CH:12]=[CH:11][CH:10]=1)([CH3:4])([CH3:3])[CH3:2].O.NN>[Pd].C(O)C>[C:1]([O:5][C:6](=[O:29])[N:7]([CH2:15][CH2:16][O:17][C:18]1[CH:23]=[CH:22][CH:21]=[C:20]([NH2:24])[C:19]=1[NH:27][CH3:28])[CH2:8][C:9]1[CH:14]=[CH:13][CH:12]=[CH:11][CH:10]=1)([CH3:4])([CH3:3])[CH3:2] |f:1.2|. Procedure details: To a mixture of N-benzyl-[2-(2-methylamino-3-nitro-phenoxy)-ethyl]-carbamic acid tert-butyl ester (520 mg, 1.30 mmol) and 10% palladium on carbon (120 mg) in ethanol (40 mL) at 50° C. was added a solution of hydrazine hydrate (1.3 g) in ethanol (10 mL). The reaction was allowed to stir for 3 hr then the catalyst filtered through celite and the solvent removed. Purification by chromatography (30% ethyl acetate-hexane) afforded 380 mg (78.9%) of a clear oil; MS EI m/e 371 (M+); IR (film) 3400, 335... Reactants: BrC1=C(C=CC=C1)SCC=C(C)C (2-bromo-1-(3-methylbut-2-enylthio)benzene), C1(=CC=C(C=C1)S(=O)(=O)O)C (para-toluenesulphonic acid). The solvent is C1(=CC=CC=C1)C (toluene). Yields the product CC1(CCSC2=C(C=CC=C12)Br)C (4,4-dimethyl-8-bromothiochroman). RXN SMILES: [Br:1][C:2]1[CH:7]=[CH:6][CH:5]=[CH:4][C:3]=1[S:8][CH2:9][CH:10]=[C:11]([CH3:13])[CH3:12].C1(C)C=CC(S(O)(=O)=O)=CC=1>C1(C)C=CC=CC=1>[CH3:12][C:11]1([CH3:13])[C:4]2[C:3](=[C:2]([Br:1])[CH:7]=[CH:6][CH:5]=2)[S:8][CH2:9][CH2:10]1. Procedure: 26.00 g (102.0 mmol) of 2-bromo-1-(3-methylbut-2-enylthio)benzene, 130 ml of toluene and 23.20 g (122.0 mmol) of para-toluenesulphonic acid are introduced into a three-necked flask. The reaction mixture is heated at reflux for four hours and is evaporated to dryness. The residue is taken up in an aqueous sodium hydrogencarbonate solution and extracted with ethyl acetate and the organic phase is separated by settling, dried over magnesium sulphate and evaporated. The residue obtained is purified ... Reactants: N[C@@H]([C@H](C(=O)O)O)CC1=CC=CC=C1 ((2R,3R)-3-amino-2-hydroxy-4-phenylbutyric acid), Cl[Si](C)(C)C (chlorotrimethylsilane). Run in CO (methanol). The product is Cl.COC([C@@H]([C@@H](CC1=CC=CC=C1)N)O)=O ((2R,3R)-3-Amino-2-hydroxy-4-phenylbutyric acid methyl ester Hydrochloride). RXN SMILES: [NH2:1][C@H:2]([CH2:8][C:9]1[CH:14]=[CH:13][CH:12]=[CH:11][CH:10]=1)[C@@H:3]([OH:7])[C:4]([OH:6])=[O:5].[Cl:15][Si](C)(C)[CH3:17]>CO>[ClH:15].[CH3:17][O:5][C:4](=[O:6])[C@H:3]([OH:7])[C@H:2]([NH2:1])[CH2:8][C:9]1[CH:14]=[CH:13][CH:12]=[CH:11][CH:10]=1 |f:3.4|. Procedure: A mixture of (2R,3R)-3-amino-2-hydroxy-4-phenylbutyric acid (200 mg, 1.0 mmol, Sigma Chemical Co. (St. Louis, Mo.), chlorotrimethylsilane (500 mg, 4.6 mmol) and methanol (2 mL) was heated at reflux for 5.5 hours and concentrated to a foam: Yield 244 mg, 100%.